Dataset: the Open Reaction Database (ORD), a public repository of structured organic reaction records. Task: describe an organic reaction: reactants, conditions, products, and yield Starting materials: C[S-], O=C(O)c1c(-c2c(F)cccc2Cl)noc1-c1cnn(-c2cccnc2)c1C(F)(F)F, ClCCl, [Na+], O=S(Cl)Cl. Yields the product CSC(=O)c1c(-c2c(F)cccc2Cl)noc1-c1cnn(-c2cccnc2)c1C(F)(F)F. As a reaction SMILES: [CH3:36][S-:37].[Cl:1][c:2]1[c:3](-[c:9]2[n:10][o:11][c:12](-[c:17]3[cH:18][n:19][n:20](-[c:26]4[cH:27][n:28][cH:29][cH:30][cH:31]4)[c:21]3[C:22]([F:23])([F:24])[F:25])[c:13]2[C:14](=[O:15])[OH:16])[c:4]([F:8])[cH:5][cH:6][cH:7]1.[Cl:39][CH2:40][Cl:41].[Na+:38].[S:32]([Cl:33])([Cl:34])=[O:35]>>[Cl:1][c:2]1[c:3](-[c:9]2[n:10][o:11][c:12](-[c:17]3[cH:18][n:19][n:20](-[c:26]4[cH:27][n:28][cH:29][cH:30][cH:31]4)[c:21]3[C:22]([F:23])([F:24])[F:25])[c:13]2[C:14](=[O:15])[S:37][CH3:36])[c:4]([F:8])[cH:5][cH:6][cH:7]1.